Dataset: the Open Reaction Database (ORD), a public repository of structured organic reaction records. Task: describe an organic reaction: reactants, conditions, products, and yield The reactants are Cl.COC([C@@H](NC([C@H](NC)CC1=CC=CC=C1)=O)CC1=CNC2=CC=CC=C12)=O (N-methyl-(D)-phenylalanyl-(L)-tryptophan methyl ester hydrochloride), [N+](=O)([O-])C=1C=C(C(=O)O)C=C(C1)[N+](=O)[O-] (3,5-dinitrobenzoic acid), methyl ester. Product: [N+](=O)([O-])C=1C=C(C(=O)N([C@H](CC2=CC=CC=C2)C(=O)N[C@@H](CC2=CNC3=CC=CC=C23)C(=O)O)C)C=C(C1)[N+](=O)[O-] (N-(3,5-dinitrobenzoyl)-N-methyl-(D)-phenylalanyl-(L)-tryptophan). RXN SMILES: Cl.C[O:3][C:4](=[O:29])[C@H:5]([CH2:19][C:20]1[C:28]2[C:23](=[CH:24][CH:25]=[CH:26][CH:27]=2)[NH:22][CH:21]=1)[NH:6][C:7](=[O:18])[C@@H:8]([CH2:11][C:12]1[CH:17]=[CH:16][CH:15]=[CH:14][CH:13]=1)[NH:9][CH3:10].[N+:30]([C:33]1[CH:34]=[C:35]([CH:39]=[C:40]([N+:42]([O-:44])=[O:43])[CH:41]=1)[C:36]([OH:38])=O)([O-:32])=[O:31]>>[N+:42]([C:40]1[CH:39]=[C:35]([CH:34]=[C:33]([N+:30]([O-:32])=[O:31])[CH:41]=1)[C:36]([N:9]([CH3:10])[C@@H:8]([C:7]([NH:6][C@H:5]([C:4]([OH:29])=[O:3])[CH2:19][C:20]1[C:28]2[C:23](=[CH:24][CH:25]=[CH:26][CH:27]=2)[NH:22][CH:21]=1)=[O:18])[CH2:11][C:12]1[CH:13]=[CH:14][CH:15]=[CH:16][CH:17]=1)=[O:38])([O-:44])=[O:43] |f:0.1|. Procedure details: Coupling of N-methyl-(D)-phenylalanyl-(L)-tryptophan methyl ester hydrochloride (see example 1) with 3,5-dinitrobenzoic acid according to example 12 followed by hydrolysis of the methyl ester moiety according to example 1 gives N-(3,5-dinitrobenzoyl)-N-methyl-(D)-phenylalanyl-(L)-tryptophan; FAB-MS m/e 558 (M-H)-. The reactants are C(C)(C)(C)C=1C=C(C=CC1N(CC)CC)C(C#C)O (1-(3-tert-butyl-4-diethylaminophenyl)prop-2-yn-1-ol), IC=1C=C(C(C(=O)OC)=CC1)O (methyl 4-iodosalicylate). The reagents and catalysts are [Cu](I)I (copper iodide), Cl[Pd]([P](C1=CC=CC=C1)(C2=CC=CC=C2)C3=CC=CC=C3)([P](C4=CC=CC=C4)(C5=CC=CC=C5)C6=CC=CC=C6)Cl (bis(triphenylphosphine)palladium chloride). Product: C(C)(C)(C)C=1C=C(C=CC1N(CC)CC)C(C#CC1=CC(=C(C(=O)OC)C=C1)O)O (methyl 4-[3-(3-tert-butyl-4-diethylaminophenyl)-3-hydroxyprop-1-ynyl]-2-hydroxybenzoate), oil. The yield is 66.0%. Reaction SMILES: [C:1]([C:5]1[CH:6]=[C:7]([CH:16]([OH:19])[C:17]#[CH:18])[CH:8]=[CH:9][C:10]=1[N:11]([CH2:14][CH3:15])[CH2:12][CH3:13])([CH3:4])([CH3:3])[CH3:2].I[C:21]1[CH:22]=[C:23]([OH:31])[C:24](=[CH:29][CH:30]=1)[C:25]([O:27][CH3:28])=[O:26]>[Cu](I)I.Cl[Pd](Cl)([P](C1C=CC=CC=1)(C1C=CC=CC=1)C1C=CC=CC=1)[P](C1C=CC=CC=1)(C1C=CC=CC=1)C1C=CC=CC=1>[C:1]([C:5]1[CH:6]=[C:7]([CH:16]([OH:19])[C:17]#[C:18][C:21]2[CH:30]=[CH:29][C:24]([C:25]([O:27][CH3:28])=[O:26])=[C:23]([OH:31])[CH:22]=2)[CH:8]=[CH:9][C:10]=1[N:11]([CH2:12][CH3:13])[CH2:14][CH3:15])([CH3:3])([CH3:2])[CH3:4] |^1:37,56|. Reported procedure: In a manner analogous to example 1 e, the process is carried out by a reaction of 3.7 g (15 mmol) of 1-(3-tert-butyl-4-diethylaminophenyl)prop-2-yn-1-ol with 3.3 g (12 mmol) of methyl 4-iodosalicylate, 114 mg (0.6 mmol) of copper iodide and 210 mg (0.3 mmol) of bis(triphenylphosphine)palladium chloride. 4 g of methyl 4-[3-(3-tert-butyl-4-diethylaminophenyl)-3-hydroxyprop-1-ynyl]-2-hydroxybenzoate are obtained in the form of yellow oil (yield=66%).